This data is from the Open Reaction Database (ORD), a public repository of structured organic reaction records. The task is: describe an organic reaction: reactants, conditions, products, and yield The reactants are CCO, C1CCOC1, CCOC(=O)COc1cccc(C2CCCCC2=Cc2nc(-c3ccccc3)c(-c3ccccc3)o2)c1. The product is CCOC(=O)COc1cccc(C2CCCCC2Cc2nc(-c3ccccc3)c(-c3ccccc3)o2)c1. As a reaction SMILES: [CH3:38][CH2:39][OH:40].[O:41]1[CH2:42][CH2:43][CH2:44][CH2:45]1.[c:1]1(-[c:7]2[n:8][c:9]([CH:18]=[C:19]3[CH:20]([c:25]4[cH:26][c:27]([O:28][CH2:29][C:30](=[O:31])[O:32][CH2:33][CH3:34])[cH:35][cH:36][cH:37]4)[CH2:21][CH2:22][CH2:23][CH2:24]3)[o:10][c:11]2-[c:12]2[cH:13][cH:14][cH:15][cH:16][cH:17]2)[cH:2][cH:3][cH:4][cH:5][cH:6]1>>[c:1]1(-[c:7]2[n:8][c:9]([CH2:18][CH:19]3[CH:20]([c:25]4[cH:26][c:27]([O:28][CH2:29][C:30](=[O:31])[O:32][CH2:33][CH3:34])[cH:35][cH:36][cH:37]4)[CH2:21][CH2:22][CH2:23][CH2:24]3)[o:10][c:11]2-[c:12]2[cH:13][cH:14][cH:15][cH:16][cH:17]2)[cH:2][cH:3][cH:4][cH:5][cH:6]1.